Dataset: the Open Reaction Database (ORD), a public repository of structured organic reaction records. Task: describe an organic reaction: reactants, conditions, products, and yield Reactants: CCOCC, Cl, [N-]=[N+]=NCCOCCOCCOCCN=[N+]=[N-], c1ccc(P(c2ccccc2)c2ccccc2)cc1. The product is [N-]=[N+]=NCCOCCOCCOCCN. As a reaction SMILES: [CH3:38][CH2:39][O:40][CH2:41][CH3:42].[ClH:18].[N:1](=[N+:2]=[N-:3])[CH2:4][CH2:5][O:6][CH2:7][CH2:8][O:9][CH2:10][CH2:11][O:12][CH2:13][CH2:14][N:15]=[N+:16]=[N-:17].[c:19]1([P:20]([c:21]2[cH:22][cH:23][cH:24][cH:25][cH:26]2)[c:27]2[cH:28][cH:29][cH:30][cH:31][cH:32]2)[cH:33][cH:34][cH:35][cH:36][cH:37]1>>[N:1](=[N+:2]=[N-:3])[CH2:4][CH2:5][O:6][CH2:7][CH2:8][O:9][CH2:10][CH2:11][O:12][CH2:13][CH2:14][NH2:15]. Starting materials: C(C)(=O)[O-].[NH4+] (ammonium acetate), C(#N)[BH3-].[Na+] (sodium cyanoborohydride), CC1(OC2=CC=CC=C2C(C1)=O)C (2,2-dimethylchroman-4-one). Run in CO (methanol). The product is CC1(OC2=CC=CC=C2C(C1)N)C (2,2-Dimethylchroman-4-amine). As a reaction SMILES: [CH3:1][C:2]1([CH3:13])[CH2:11][C:10](=O)[C:9]2[C:4](=[CH:5][CH:6]=[CH:7][CH:8]=2)[O:3]1.C([O-])(=O)C.[NH4+].C([BH3-])#[N:20].[Na+]>CO>[CH3:1][C:2]1([CH3:13])[CH2:11][CH:10]([NH2:20])[C:9]2[C:4](=[CH:5][CH:6]=[CH:7][CH:8]=2)[O:3]1 |f:1.2,3.4|. Procedure details: A solution of 2′-hydroxyacetophenone (5.0 mL), acetone (4.7 mL), and pyrrolidine (5.4 mL) in 150 mL of methanol was stirred for 66 hours. The mixture was concentrated and treated with aqueous HCl (pH<1). The acidic layer was extracted twice with ethyl ether, which was dried and concentrated to provide 2,2-dimethylchroman-4-one. The 2,2-dimethylchroman-4-one was dissolved in 300 mL of methanol and treated with ammonium acetate (65 g) and sodium cyanoborohydride (2.5 g) for 24 hours. The resulting... The reactants are FC(CNC(=O)NC=1C=C(C=CC1)C1=CN=C2N1N=CC(=C2)C=2C=NN(C2)C(C(=O)O)C)(F)F (2-(4-{3-[3-({[(2,2,2-trifluoroethyl)amino]carbonyl}amino)phenyl]imidazo[1,2-b]pyridazin-7-yl}-1H-pyrazol-1-yl)propanoic acid), Cl.COC1CNCC1 (3-methoxypyrrolidine hydrochloride). The product is COC1CN(CC1)C(C(C)N1N=CC(=C1)C1=CC=2N(N=C1)C(=CN2)C=2C=C(C=CC2)NC(=O)NCC(F)(F)F)=O (N-[3-(7-{1-[2-(3-Methoxypyrrolidin-1-yl)-1-methyl-2-oxoethyl]-1H-pyrazol-4-yl}imidazo[1,2-b]pyridazin-3-yl)phenyl]-N′-(2,2,2-trifluoroethyl)urea). RXN SMILES: [F:1][C:2]([F:34])([F:33])[CH2:3][NH:4][C:5]([NH:7][C:8]1[CH:9]=[C:10]([C:14]2[N:18]3[N:19]=[CH:20][C:21]([C:23]4[CH:24]=[N:25][N:26]([CH:28]([CH3:32])[C:29]([OH:31])=O)[CH:27]=4)=[CH:22][C:17]3=[N:16][CH:15]=2)[CH:11]=[CH:12][CH:13]=1)=[O:6].Cl.[CH3:36][O:37][CH:38]1[CH2:42][CH2:41][NH:40][CH2:39]1>>[CH3:36][O:37][CH:38]1[CH2:42][CH2:41][N:40]([C:29](=[O:31])[CH:28]([N:26]2[CH:27]=[C:23]([C:21]3[CH:20]=[N:19][N:18]4[C:14]([C:10]5[CH:9]=[C:8]([NH:7][C:5]([NH:4][CH2:3][C:2]([F:33])([F:1])[F:34])=[O:6])[CH:13]=[CH:12][CH:11]=5)=[CH:15][N:16]=[C:17]4[CH:22]=3)[CH:24]=[N:25]2)[CH3:32])[CH2:39]1 |f:1.2|. Reported procedure: This compound was prepared by using procedures analogous to those described for the synthesis of Example 54, Step 3 starting from 2-(4-{3-[3-({[(2,2,2-trifluoroethyl)amino]carbonyl}amino)phenyl]imidazo[1,2-b]pyridazin-7-yl}-1H-pyrazol-1-yl)propanoic acid and 3-methoxypyrrolidine hydrochloride (Matrix and Cat. No. 023344). LCMS (M+H)+: m/z=557.2. Starting materials: methanolic solution, C[O-].[Na+] (sodium methylate), N1C(=O)C=CC2=CC=CC=C12 (carbostyril), Cl.OC(C(CC)NC(C)C)C1=C2CCC(NC2=C(C=C1)O)=O (5-(1-hydroxy-2-isopropylaminobutyl)-8-hydroxy-3,4-dihydrocarbostyril hydrochloride). Run in CO (methanol). Run at temperature 10 celsius, time 2 hour. Product: C1(CCCCC1)C(=O)OC=1C=CC(=C2CCC(NC12)=O)C(C(CC)NC(C)C)O (8-cyclohexylcarbonyloxy-5-(1-hydroxy-2-isopropylaminobutyl)-3,4-dihydrocarbostyril). Reaction SMILES: Cl.[OH:2][CH:3]([C:11]1[CH:20]=[CH:19][C:18]([OH:21])=[C:17]2[C:12]=1[CH2:13][CH2:14][C:15](=[O:22])[NH:16]2)[CH:4]([NH:7][CH:8]([CH3:10])[CH3:9])[CH2:5][CH3:6].C[O-:24].[Na+].N1[C:36]2[C:31](=[CH:32][CH:33]=[CH:34][CH:35]=2)[CH:30]=CC1=O>CO>[CH:31]1([C:30]([O:21][C:18]2[CH:19]=[CH:20][C:11]([CH:3]([OH:2])[CH:4]([NH:7][CH:8]([CH3:10])[CH3:9])[CH2:5][CH3:6])=[C:12]3[C:17]=2[NH:16][C:15](=[O:22])[CH2:14][CH2:13]3)=[O:24])[CH2:36][CH2:35][CH2:34][CH2:33][CH2:32]1 |f:0.1,2.3|. Procedure: 3.28 g of 5-(1-hydroxy-2-isopropylaminobutyl)-8-hydroxy-3,4-dihydrocarbostyril hydrochloride was dissolved in 50 ml of methanol, and a 10% methanolic solution of sodium methylate was added to the solution in an amount of 2 moles per mole of the starting carbostyril compound. The resulting mixture was concentrated to dryness, and the residue was dissolved in dimethylformamide. 1.6 g of cyclohexanecarboxylic acid chloride was added to the solution and the mixture was stirred for 2 hours at a tempe... As a reaction SMILES: Cl.Cl.[CH3:3][N:4]1[CH2:8][CH2:7][C:6]2([CH2:12][CH2:11][NH:10][CH2:9]2)[CH2:5]1.N12CCCN=C1CCCCC2.[F:24][C:25]1[C:26](F)=[C:27]2[O:32][CH2:31][CH:30]([CH3:33])[N:29]3[CH:34]=[C:35]([C:40]([OH:42])=[O:41])[C:36](=[O:39])[C:37]([CH:38]=1)=[C:28]23>C(#N)C>[F:24][C:25]1[C:26]([N:10]2[CH2:11][CH2:12][C:6]3([CH2:7][CH2:8][N:4]([CH3:3])[CH2:5]3)[CH2:9]2)=[C:27]2[O:32][CH2:31][CH:30]([CH3:33])[N:29]3[CH:34]=[C:35]([C:40]([OH:42])=[O:41])[C:36](=[O:39])[C:37]([CH:38]=1)=[C:28]23 |f:0.1.2|. Reactants: carboxylic acid, N12CCCCCC2=NCCC1 (1,8-diazabicyclo[5.4.0]undec-7-ene), FC=1C(=C2C=3N(C(CO2)C)C=C(C(C3C1)=O)C(=O)O)F (9,10-difluoro-2,3-dihydro-3-methyl-7-oxo-7H-pyrido[1,2,3-de]1,4-benzoxazine-6-carboxylic acid), Cl.Cl.CN1CC2(CC1)CNCC2 (2-methyl-2,7-diazaspiro[4.4]nonane dihydrochloride). Conditions: time 2 hour. The solvent is C(C)#N (acetonitrile). Yields the product FC=1C(=C2C=3N(C(CO2)C)C=C(C(C3C1)=O)C(=O)O)N1CC3(CC1)CN(CC3)C (9-Fluoro-2,3-dihydro-3-methyl-10-(7-methyl-2,7-diazaspiro[4.4]non-2-yl)-7-oxo-7H-pyrido[1,2,3-de]1,4-benzoxazine-6-carboxylic acid). Procedure: A suspension of 0.42 g (1.97 mmol) 2-methyl-2,7-diazaspiro[4.4]nonane dihydrochloride in 25 ml acetonitrile was treated with 0.85 g (5.80 mmol) 1,8-diazabicyclo[5.4.0]undec-7-ene and 0.52 g (1.85 mmol) 9,10-difluoro-2,3-dihydro-3-methyl-7-oxo-7H-pyrido[1,2,3-de]1,4-benzoxazine-6-carboxylic acid was added. The mixture was stirred carboxylic acid was added. The mixture was stirred two hours at room temperature and then refluxed overnight. The product which crystallized on cooling was filtered, was... The yield is 60.6%. Starting materials: CCCCNCC#N, O=C(O)c1ccc(N2CCC3(CC2)OCCO3)cc1. The product is CCCCN(CC#N)C(=O)c1ccc(N2CCC3(CC2)OCCO3)cc1. Reaction SMILES: [CH2:20]([CH2:21][CH2:22][CH3:23])[NH:24][CH2:25][C:26]#[N:27].[O:1]1[CH2:2][CH2:3][O:4][C:5]12[CH2:6][CH2:7][N:8]([c:11]1[cH:12][cH:13][c:14]([C:15](=[O:16])[OH:17])[cH:18][cH:19]1)[CH2:9][CH2:10]2>>[O:1]1[CH2:2][CH2:3][O:4][C:5]12[CH2:6][CH2:7][N:8]([c:11]1[cH:12][cH:13][c:14]([C:15](=[O:16])[N:24]([CH2:20][CH2:21][CH2:22][CH3:23])[CH2:25][C:26]#[N:27])[cH:18][cH:19]1)[CH2:9][CH2:10]2. Starting materials: C(CC(=O)OCC)(=O)OCC (diethyl malonate), C(C(C)(C)C)=O (pivalaldehyde), C(C)(=O)OC(C)=O (acetic anhydride). The reagents and catalysts are [Cl-].[Cl-].[Zn+2] (ZnCl2). The solvent is C1(=CC=CC=C1)C (toluene). Conditions: temperature 105 celsius. Yields the product CC(C=C(C(=O)OCC)C(=O)OCC)(C)C (Diethyl (2,2-dimethylpropylidene)malonate). Reaction SMILES: [C:1]([O:9][CH2:10][CH3:11])(=[O:8])[CH2:2][C:3]([O:5][CH2:6][CH3:7])=[O:4].[CH:12](=O)[C:13]([CH3:16])([CH3:15])[CH3:14].C(OC(=O)C)(=O)C>[Cl-].[Cl-].[Zn+2].C1(C)C=CC=CC=1>[CH3:12][C:13]([CH3:16])([CH3:15])[CH:14]=[C:2]([C:3]([O:5][CH2:6][CH3:7])=[O:4])[C:1]([O:9][CH2:10][CH3:11])=[O:8] |f:3.4.5|. Procedure details: In 1-liter flask, to a mixture of 320 g (2.0 mol) of diethyl malonate, 172 g (2.0 mol) of pivalaldehyde, and 256 g (2.51 mol) of acetic anhydride 38.4 g (0.28 mol) of ZnCl2 was added in one portion by vigorous stirring. This mixture was spontaneously warmed to ca. 105° C. The formed red mixture was refluxed for 36 h, then cooled to ambient temperature, and 800 ml of toluene was added. This solution was washed by 3×500 ml of water. The combined aqueous solution was extracted with 2×350 ml of tolu...